The task is: describe an organic reaction: reactants, conditions, products, and yield. This data is from the Open Reaction Database (ORD), a public repository of structured organic reaction records. The reactants are Cl (hydrogen chloride), NC=1C=CC=C2CN(C(C12)=O)C(CS(=O)(=O)C)C1=CC(=C(C=C1)OC)OCC (7-amino-2-[1-(3-ethoxy-4-methoxyphenyl)-2-(methylsulfonyl)ethyl]isoindolin-1-one), CNC (dimethylamine), O1CCCC1 (tetrahydrofuran). The solvent is CCOCC (ether), CCOCC (ether), C(C)#N (acetonitrile), C(C)(=O)OCC (ethyl acetate). Run at time 8 hour. Yields the product Cl.CN(CC(=O)NC1=C2C(N(CC2=CC=C1)C(CS(=O)(=O)C)C1=CC(=C(C=C1)OC)OCC)=O)C (2-(dimethylamino)-N-{2-[1-(3-ethoxy-4-methoxyphenyl)-2-(methylsulfonyl)ethyl]-3-oxoisoindolin-4-yl}acetamide hydrogen chloride). Yield: 74.0%. As a reaction SMILES: [NH2:1][C:2]1[CH:3]=[CH:4][CH:5]=[C:6]2[C:10]=1[C:9](=[O:11])[N:8]([CH:12]([C:18]1[CH:23]=[CH:22][C:21]([O:24][CH3:25])=[C:20]([O:26][CH2:27][CH3:28])[CH:19]=1)[CH2:13][S:14]([CH3:17])(=[O:16])=[O:15])[CH2:7]2.[CH3:29][NH:30][CH3:31].[O:32]1CC[CH2:34][CH2:33]1.[ClH:37]>C(#N)C.C(OCC)(=O)C.CCOCC>[ClH:37].[CH3:29][N:30]([CH3:31])[CH2:34][C:33]([NH:1][C:2]1[CH:3]=[CH:4][CH:5]=[C:6]2[C:10]=1[C:9](=[O:11])[N:8]([CH:12]([C:18]1[CH:23]=[CH:22][C:21]([O:24][CH3:25])=[C:20]([O:26][CH2:27][CH3:28])[CH:19]=1)[CH2:13][S:14]([CH3:17])(=[O:15])=[O:16])[CH2:7]2)=[O:32] |f:7.8|. Procedure: A mixture of 7-amino-2-[1-(3-ethoxy-4-methoxyphenyl)-2-(methylsulfonyl)ethyl]isoindolin-1-one (1.0 g, 2 mmol), and dimethylamine in tetrahydrofuran (3.6 mL, 2N, 7.2 mmol) in acetonitrile (25 mL) was stirred at room temperature overnight. The solvent was removed in vacuo to give a solid. The solid was recrystallized from ethanol (10 mL) to give a white solid. To stirred solution of the solid in ethyl acetate (10 mL) was added hydrogen chloride in ether (2.5 mL, 1N). After 5 min, ether (10 mL) was... Reactants: NC1=C(C=C(C=C1)C(=O)N1CCOCC1)C(F)(F)F ((4-amino-3-(trifluoromethyl)phenyl)(morpholino)methanone), OS(=O)(=O)O (H2SO4), N(=O)[O-].[Na+] (NaNO2), CuBr, Br (HBr). Solvent: O (water), O (water). Conditions: time 1 hour. Yields the product BrC1=C(C=C(C=C1)C(=O)N1CCOCC1)C(F)(F)F ((4-bromo-3-(trifluoromethyl)phenyl)(morpholino)methanone). RXN SMILES: N[C:2]1[CH:7]=[CH:6][C:5]([C:8]([N:10]2[CH2:15][CH2:14][O:13][CH2:12][CH2:11]2)=[O:9])=[CH:4][C:3]=1[C:16]([F:19])([F:18])[F:17].OS(O)(=O)=O.N([O-])=O.[Na+].[BrH:29]>O>[Br:29][C:2]1[CH:7]=[CH:6][C:5]([C:8]([N:10]2[CH2:15][CH2:14][O:13][CH2:12][CH2:11]2)=[O:9])=[CH:4][C:3]=1[C:16]([F:19])([F:18])[F:17] |f:2.3|. Procedure: To a mixture of EXAMPLE 144B (8.3 g) was added water (75 mL) and H2SO4 (25 mL). The mixture was stirred at 0° C. while NaNO2 (3.13 g) in water (30 mL) was added. After stirring for 1 hour, the mixture was added to CuBr (5.45 g) in 48% HBr (200 mL). This mixture was stirred at 60° C. for 3 hours, cooled to room temperature, and partitioned between water and ethyl acetate. The organic layer was washed with aqueous Na2CO3 and dried (Na2SO4), filtered and concentrated. Reactants: CCOC(OCC)OCC, CCOC(=O)NC(=O)CC#N, CC(=O)OC(C)=O. Product: CCOC=C(C#N)C(=O)NC(=O)OCC. As a reaction SMILES: [CH2:12]([CH3:13])[O:14][CH:15]([O:16][CH2:17][CH3:18])[O:19][CH2:20][CH3:21].[CH2:1]([CH3:2])[O:3][C:4](=[O:5])[NH:6][C:7]([CH2:8][C:9]#[N:10])=[O:11].[CH3:22][C:23]([O:24][C:25](=[O:26])[CH3:27])=[O:28]>>[CH2:1]([CH3:2])[O:3][C:4](=[O:5])[NH:6][C:7]([C:8]([C:9]#[N:10])=[CH:15][O:14][CH2:12][CH3:13])=[O:11].